This data is from the Open Reaction Database (ORD), a public repository of structured organic reaction records. The task is: describe an organic reaction: reactants, conditions, products, and yield RXN SMILES: [CH3:1][CH2:2][N:3]([CH2:6][CH2:7][NH:8][C:9]([C:11]1[C:12]([CH3:29])=[C:13](/[CH:17]=[C:18]2/[C:19]3[CH:20]=[C:21]([F:28])[CH:22]=[CH:23][C:24]=3[NH:25][C:26]/2=[O:27])[NH:14][C:15]=1[CH3:16])=[O:10])[CH2:4][CH3:5].[C:30]([OH:43])(=[O:42])/[CH:31]=[CH:32]/[C:33]1[CH:41]=[CH:40][C:38]([OH:39])=[C:35]([O:36][CH3:37])[CH:34]=1>CO>[CH3:1][CH2:2][N:3]([CH2:6][CH2:7][NH:8][C:9]([C:11]1[C:12]([CH3:29])=[C:13](/[CH:17]=[C:18]2/[C:19]3[CH:20]=[C:21]([F:28])[CH:22]=[CH:23][C:24]=3[NH:25][C:26]/2=[O:27])[NH:14][C:15]=1[CH3:16])=[O:10])[CH2:4][CH3:5].[C:30]([O-:43])(=[O:42])/[CH:31]=[CH:32]/[C:33]1[CH:41]=[CH:40][C:38]([OH:39])=[C:35]([O:36][CH3:37])[CH:34]=1 |f:3.4|. Run in CO (methanol). Conditions: temperature 30 celsius. Reported procedure: Sunitinib (1.0 g) was suspended in methanol (152 mL), followed by addition of ferulic acid (0.48 g) at 25-35° C. over a period of 15 minutes. After the stipulated time period, methanol was completely distilled off under vacuum below 45° C. The residue was treated with acetonitrile (38 mL) and refluxed. The reaction mass was maintained at reflux temperature for 60 minutes. The reaction mass was cooled to 25-35° C. for crystallization. The solid obtained was filtered, washed with acetonitrile, suc... Product: CCN(CC)CCNC(=O)C=1C(=C(NC1C)/C=C\2/C=3C=C(C=CC3NC2=O)F)C.C(\C=C\C1=CC(OC)=C(O)C=C1)(=O)[O-] (sunitinib ferulate). The reactants are CCN(CC)CCNC(=O)C=1C(=C(NC1C)/C=C\2/C=3C=C(C=CC3NC2=O)F)C (Sunitinib), C(\C=C\C1=CC(OC)=C(O)C=C1)(=O)O (ferulic acid). Isolated yield 81.0%. Reactants: COC1=C(C(=O)O)C=C(C=C1)CN1N=NN=C1 (2-methoxy-5-(1H-tetrazol-1-ylmethyl)benzoic acid), C(C(=O)Cl)(=O)Cl (oxalyl chloride). The reagents and catalysts are CN(C=O)C (dimethylformamide). Run in ClCCl (dichloromethane). Conditions: time 4 hour. Yields the product COC1=C(C(=O)Cl)C=C(C=C1)CN1N=NN=C1 (2-Methoxy-5-(1H-tetrazol-1-ylmethyl)benzoyl chloride). RXN SMILES: [CH3:1][O:2][C:3]1[CH:11]=[CH:10][C:9]([CH2:12][N:13]2[CH:17]=[N:16][N:15]=[N:14]2)=[CH:8][C:4]=1[C:5](O)=[O:6].C(Cl)(=O)C([Cl:21])=O>CN(C)C=O.ClCCl>[CH3:1][O:2][C:3]1[CH:11]=[CH:10][C:9]([CH2:12][N:13]2[CH:17]=[N:16][N:15]=[N:14]2)=[CH:8][C:4]=1[C:5]([Cl:21])=[O:6]. Procedure: Combine 2-methoxy-5-(1H-tetrazol-1-ylmethyl)benzoic acid (0.35 g, 1.5 mmol) and dichloromethane (25 mL). Add dropwise oxalyl chloride (0.21 mL, 2.35 mmol) followed by dimethylformamide (5 drops). After 4 hours, evaporate in vacuo and dry to give the title compound. Starting materials: C1(=CC=CC=C1)C1=C(N=CO1)C(=O)O (5-Phenyl-1,3-oxazole-4-carboxylic acid), N1CCC(C(=O)OCC)CC1 (ethyl isonipecotate), F[B-](F)(F)F.N1(N=NC2=C1C=CC=C2)OC(=[N+](C)C)N(C)C (O-(benzotriazol-1-yl)-N,N,N′,N′-tetramethyluronium tetrafluoroborate), C(C)(C)N(CC)C(C)C (diisopropylethylamine). Run in CN(C=O)C (dimethylformamide). Yields the product C1(=CC=CC=C1)C1=C(N=CO1)C(=O)N1CCC(CC1)C(=O)OCC (Ethyl 1-[(5-phenyl-1,3-oxazol-4-yl)carbonyl]piperidine-4-carboxylate). Reaction SMILES: [C:1]1([C:7]2[O:11][CH:10]=[N:9][C:8]=2[C:12]([OH:14])=O)[CH:6]=[CH:5][CH:4]=[CH:3][CH:2]=1.[NH:15]1[CH2:25][CH2:24][CH:18]([C:19]([O:21][CH2:22][CH3:23])=[O:20])[CH2:17][CH2:16]1.F[B-](F)(F)F.N1(OC(N(C)C)=[N+](C)C)C2C=CC=CC=2N=N1.C(N(C(C)C)CC)(C)C>CN(C)C=O>[C:1]1([C:7]2[O:11][CH:10]=[N:9][C:8]=2[C:12]([N:15]2[CH2:25][CH2:24][CH:18]([C:19]([O:21][CH2:22][CH3:23])=[O:20])[CH2:17][CH2:16]2)=[O:14])[CH:2]=[CH:3][CH:4]=[CH:5][CH:6]=1 |f:2.3|. Procedure: 5-Phenyl-1,3-oxazole-4-carboxylic acid (40 mg, 0.211 mmol), ethyl isonipecotate (36.2 mg, 0.215 mmol), O-(benzotriazol-1-yl)-N,N,N′,N′-tetramethyluronium tetrafluoroborate (86.2 mg, 0.268 mmol) and diisopropylethylamine (25.4 mg, 0.197 mmol) were mixed in dimethylformamide (1.0 mL) and stirred at room temperature. Solvent was evaporated in vacuo, and the residue was taken up in methanol (1 mL), filtered and purified by preparative chromatography. The combined fractions were partitioned between N...